This data is from the Open Reaction Database (ORD), a public repository of structured organic reaction records. The task is: describe an organic reaction: reactants, conditions, products, and yield Reactants: C1(CC1)COC1=C(C2=C(OCO2)C=C1)C=1C2=C(N=CN1)C(=CN2)C(=O)O (4-(5-cyclopropylmethoxy-1,3-benzodioxol-4-yl)-5H-pyrrolo[3,2-d]pyrimidine-7-carboxylic acid), C(C)(C)(C)OC(N[C@@H]1CC[C@H](CC1)N)=O (trans-(4-amino-cyclohexyl)-carbamic acid tert-butyl ester). Product: C(C)(C)(C)OC(N[C@@H]1CC[C@H](CC1)NC(=O)C1=CNC2=C1N=CN=C2C2=C(C=CC=1OCOC12)OCC1CC1)=O (trans-(4-{[4-(5-Cyclopropylmethoxy-benzo[1,3]dioxol-4-yl)-5H-pyrrolo[3,2-d]pyrimidine-7-carbonyl]-amino}-cyclohexyl)-carbamic acid tert-butyl ester). Reaction SMILES: [CH:1]1([CH2:4][O:5][C:6]2[CH:14]=[CH:13][C:9]3[O:10][CH2:11][O:12][C:8]=3[C:7]=2[C:15]2[C:16]3[NH:23][CH:22]=[C:21]([C:24](O)=[O:25])[C:17]=3[N:18]=[CH:19][N:20]=2)[CH2:3][CH2:2]1.[C:27]([O:31][C:32](=[O:41])[NH:33][C@H:34]1[CH2:39][CH2:38][C@H:37]([NH2:40])[CH2:36][CH2:35]1)([CH3:30])([CH3:29])[CH3:28]>>[C:27]([O:31][C:32](=[O:41])[NH:33][C@H:34]1[CH2:35][CH2:36][C@H:37]([NH:40][C:24]([C:21]2[C:17]3[N:18]=[CH:19][N:20]=[C:15]([C:7]4[C:8]5[O:12][CH2:11][O:10][C:9]=5[CH:13]=[CH:14][C:6]=4[O:5][CH2:4][CH:1]4[CH2:3][CH2:2]4)[C:16]=3[NH:23][CH:22]=2)=[O:25])[CH2:38][CH2:39]1)([CH3:30])([CH3:28])[CH3:29]. Procedure details: Starting from 4-(5-cyclopropylmethoxy-1,3-benzodioxol-4-yl)-5H-pyrrolo[3,2-d]pyrimidine-7-carboxylic acid (example A67) and trans-(4-amino-cyclohexyl)-carbamic acid tert-butyl ester the title compound is obtained as colorless solid. Reactants: Brc1ccc2[nH]ncc2c1, C1CCOC1, COc1ccc(CCl)cc1, CC(C)(C)[O-], [K+]. Product: COc1ccc(Cn2ncc3cc(Br)ccc32)cc1. RXN SMILES: [Br:7][c:8]1[cH:9][c:10]2[cH:11][n:12][nH:13][c:14]2[cH:15][cH:16]1.[CH2:27]1[O:28][CH2:29][CH2:30][CH2:31]1.[CH3:17][O:18][c:19]1[cH:20][cH:21][c:22]([CH2:23][Cl:24])[cH:25][cH:26]1.[CH3:1][C:2]([CH3:3])([O-:4])[CH3:5].[K+:6]>>[Br:7][c:8]1[cH:9][c:10]2[cH:11][n:12][n:13]([CH2:23][c:22]3[cH:21][cH:20][c:19]([O:18][CH3:17])[cH:26][cH:25]3)[c:14]2[cH:15][cH:16]1. Reactants: C(CCC)[Li] (n-butyllithium), hexanes, N1(N=CC=C1)C1=CC=C(CC=2C(=NC3=CC=C(C=C3C2Cl)Br)OC)C=C1 (3-(4-(1H-pyrazol-1-yl)benzyl)-6-bromo-4-chloro-2-methoxyquinoline), N1(N=CC=C1)C1=CC=C(CC=2C(=NC3=CC=C(C=C3C2Cl)Br)OC)C=C1 (3-(4-(1H-pyrazol-1-yl)benzyl)-6-bromo-4-chloro-2-methoxyquinoline), [Cl-].[Na+] (sodium chloride), CN1N=NC=C1C=O (1-methyl-1H-1,2,3-triazole-5-carbaldehyde), CN1N=NC=C1C=O (1-methyl-1H-1,2,3-triazole-5-carbaldehyde). Run in O1CCCC1 (tetrahydrofuran), O1CCCC1 (tetrahydrofuran), C(C)(=O)OCC (ethyl acetate), O (water). Run at time 2 minute. The product is N1(N=CC=C1)C1=CC=C(CC=2C(=NC3=CC=C(C=C3C2Cl)C(O)C2=CN=NN2C)OC)C=C1 ((3-(4-(1H-Pyrazol-1-yl)benzyl)-4-chloro-2-methoxyquinolin-6-yl)(1-methyl-1H-1,2,3-triazol-5-yl)methanol). RXN SMILES: C([Li])CCC.[N:6]1([C:11]2[CH:31]=[CH:30][C:14]([CH2:15][C:16]3[C:17]([O:28][CH3:29])=[N:18][C:19]4[C:24]([C:25]=3[Cl:26])=[CH:23][C:22](Br)=[CH:21][CH:20]=4)=[CH:13][CH:12]=2)[CH:10]=[CH:9][CH:8]=[N:7]1.[CH3:32][N:33]1[C:37]([CH:38]=[O:39])=[CH:36][N:35]=[N:34]1.[Cl-].[Na+]>O1CCCC1.C(OCC)(=O)C.O>[N:6]1([C:11]2[CH:31]=[CH:30][C:14]([CH2:15][C:16]3[C:17]([O:28][CH3:29])=[N:18][C:19]4[C:24]([C:25]=3[Cl:26])=[CH:23][C:22]([CH:38]([C:37]3[N:33]([CH3:32])[N:34]=[N:35][CH:36]=3)[OH:39])=[CH:21][CH:20]=4)=[CH:13][CH:12]=2)[CH:10]=[CH:9][CH:8]=[N:7]1 |f:3.4|. Procedure details: A solution of n-butyllithium in hexanes (1.6 M, 0.71 mL, 1.1 mmol) was added dropwise to a stirring solution of 3-(4-(1H-pyrazol-1-yl)benzyl)-6-bromo-4-chloro-2-methoxyquinoline (490 mg, 1.1 mmol, Intermediate 4: step d) in tetrahydrofuran (11 mL) at −78° C. After 2 minutes, a solution of 1-methyl-1H-1,2,3-triazole-5-carbaldehyde (140 mg, 1.1 mmol, Intermediate 18) in tetrahydrofuran (1 mL) was added dropwise. After 5 minutes, the flask was placed into an ice-water bath. After 1 hour, water (10 ... The reactants are O (water), [Cl-].[NH4+] (ammonium chloride), S-sodium, SC=1C=C(C=CC1)O (3-mercaptophenol), ClCC(OC)OC (1-chloro-2,2-dimethoxyethane). The solvent is CN(C=O)C (dimethylformamide). Run at time 3 hour. Yields the product COC(CSC=1C=C(C=CC1)O)OC (3-(2,2-dimethoxyethylthio)phenol). As a reaction SMILES: [SH:1][C:2]1[CH:3]=[C:4]([OH:8])[CH:5]=[CH:6][CH:7]=1.Cl[CH2:10][CH:11]([O:14][CH3:15])[O:12][CH3:13].O.[Cl-].[NH4+]>CN(C)C=O>[CH3:13][O:12][CH:11]([O:14][CH3:15])[CH2:10][S:1][C:2]1[CH:3]=[C:4]([OH:8])[CH:5]=[CH:6][CH:7]=1 |f:3.4|. Reported procedure: The S-sodium salt of 3-mercaptophenol prepared in Example 7 was dissolved in dimethylformamide (25 ml) and charged under nitrogen gas into a glass reaction vessel equipped with a mechanical stirrer, thermometer and addition funnel. The solution was heated to a temperature of 45 to 50° C., and 1-chloro-2,2-dimethoxyethane (3.15 grams) was added with stirring. After the addition was completed, stirring was continued for a period of about 3 hours. After this time the reaction mixture was poured int... The reactants are N(=[N+]=[N-])C1=C(C=NC=C1F)\C=N\C1=C(C=C(C=C1Cl)Br)Cl ([1-(4-azido-5-fluoropyridin-3-yl)meth-(E)-ylidene]-(4-bromo-2,6-dichlorophenyl)amine), resultant mixture. The solvent is C1(=CC=CC=C1)C (toluene). Product: BrC1=CC(=C(C(=C1)Cl)N1N=C2C(C=NC=C2F)=C1)Cl (2-(4-Bromo-2,6-dichlorophenyl)-7-fluoro-2H-pyrazolo[4,3-c]pyridine). The yield is 66.9%. As a reaction SMILES: [N:1]([C:4]1[C:9]([F:10])=[CH:8][N:7]=[CH:6][C:5]=1/[CH:11]=[N:12]/[C:13]1[C:18]([Cl:19])=[CH:17][C:16]([Br:20])=[CH:15][C:14]=1[Cl:21])=[N+]=[N-]>C1(C)C=CC=CC=1>[Br:20][C:16]1[CH:17]=[C:18]([Cl:19])[C:13]([N:12]2[CH:11]=[C:5]3[CH:6]=[N:7][CH:8]=[C:9]([F:10])[C:4]3=[N:1]2)=[C:14]([Cl:21])[CH:15]=1. Reported procedure: A solution of [1-(4-azido-5-fluoropyridin-3-yl)meth-(E)-ylidene]-(4-bromo-2,6-dichlorophenyl)amine (˜60 mmol) in toluene (200 mL) was heated at 105° C. for 2 hours. The resultant mixture was cooled to room temperature and concentrated under reduced pressure. The residue was triturated with diethyl ether and the solid obtained was collected by filtration and dried to afford the title compound (14.5 g, 67% yield over two steps). 1H NMR (400 MHz, DMSO-d6): δ 9.25 (d, J=2.7 Hz, 1H), 9.20 (d, J=2.6 H... The reactants are C(C)OC(COC1=C2CCC3=C(N=C(S3)O)C2=CC=C1)=O (ethyl[(2-hydroxy-4,5-dihydronaphtho[1,2-d]thiazol-6-yl)oxy]acetate), [H-].[Na+] (sodium hydride), C1(=CC=CC=C1)C(CCI)C1=CC=CC=C1 (3,3-diphenylpropyl iodide), CN(C=O)C (N,N-dimethylformamide). The solvent is O (water). Conditions: temperature 70 celsius, time 2 hour. The product is C(C)OC(COC1=C2CCC3=C(N=C(S3)OCCC(C3=CC=CC=C3)C3=CC=CC=C3)C2=CC=C1)=O (ethyl[[2-(3,3-diphenylpropyl)oxy-4,5-dihydronaphtho[1,2-d]thiazol-6-yl]oxy]acetate). The yield is 35.4%. RXN SMILES: [CH2:1]([O:3][C:4](=[O:21])[CH2:5][O:6][C:7]1[CH:20]=[CH:19][CH:18]=[C:17]2[C:8]=1[CH2:9][CH2:10][C:11]1[S:15][C:14]([OH:16])=[N:13][C:12]=12)[CH3:2].[H-].[Na+].[C:24]1([CH:30]([C:34]2[CH:39]=[CH:38][CH:37]=[CH:36][CH:35]=2)[CH2:31][CH2:32]I)[CH:29]=[CH:28][CH:27]=[CH:26][CH:25]=1.CN(C)C=O>O>[CH2:1]([O:3][C:4](=[O:21])[CH2:5][O:6][C:7]1[CH:20]=[CH:19][CH:18]=[C:17]2[C:8]=1[CH2:9][CH2:10][C:11]1[S:15][C:14]([O:16][CH2:32][CH2:31][CH:30]([C:24]3[CH:29]=[CH:28][CH:27]=[CH:26][CH:25]=3)[C:34]3[CH:39]=[CH:38][CH:37]=[CH:36][CH:35]=3)=[N:13][C:12]=12)[CH3:2] |f:1.2|. Reported procedure: A mixture of ethyl[(2-hydroxy-4,5-dihydronaphtho[1,2-d]thiazol-6-yl)oxy]acetate (1.40 g, 4.58 mmol), sodium hydride (60% dispersion in liquid paraffin, 200 mg, 5.00 mmol), 3,3-diphenylpropyl iodide (1.60 g, 5.04 mmol), and N,N-dimethylformamide (30 ml) was stirred at 70° C. for 2 hours. This reaction mixture was poured into water (50 mL) and extracted with 2 portions of ethyl acetate. The pooled organic solution was washed with water, dried over MgSO4, and filtered and the filtrate was concentra... Starting materials: C1(C=2C(C(N1)=O)=CC=CC2)=O (phthalimide), C1(=CC=CC=C1)P(C1=CC=CC=C1)C1=CC=CC=C1 (Triphenylphosphine), N(=NC(=O)OC(C)C)C(=O)OC(C)C (DIAD), C(C)(C)(C)OC(=O)N1CCC(CC1)(CO)F (4-fluoro-4-(hydroxymethyl)piperidinecarboxylic acid tert-butyl ester). Run in C1CCOC1 (THF). Reaction conditions: temperature 0 celsius, time 20 minute. Product: C(C)(C)(C)OC(=O)N1CCC(CC1)(F)CN1C(C2=CC=CC=C2C1=O)=O (4-[(1,3-dioxoisoindolin-2-yl)methyl]-4-fluoropiperidinecarboxylic acid tert-butyl ester). As a reaction SMILES: [C:1]([O:5][C:6]([N:8]1[CH2:13][CH2:12][C:11]([F:16])([CH2:14]O)[CH2:10][CH2:9]1)=[O:7])([CH3:4])([CH3:3])[CH3:2].C1(P(C2C=CC=CC=2)C2C=CC=CC=2)C=CC=CC=1.N(C(OC(C)C)=O)=NC(OC(C)C)=O.[C:50]1(=[O:60])[NH:54][C:53](=[O:55])[C:52]2=[CH:56][CH:57]=[CH:58][CH:59]=[C:51]12>C1COCC1>[C:1]([O:5][C:6]([N:8]1[CH2:13][CH2:12][C:11]([CH2:14][N:54]2[C:50](=[O:60])[C:51]3[C:52](=[CH:56][CH:57]=[CH:58][CH:59]=3)[C:53]2=[O:55])([F:16])[CH2:10][CH2:9]1)=[O:7])([CH3:4])([CH3:3])[CH3:2]. Reported procedure: After dissolving 4-fluoro-4-(hydroxymethyl)piperidinecarboxylic acid tert-butyl ester (4.26 g, 18.3 mmol) in THF (183 mL), the solution was cooled to 0° C. Triphenylphosphine (7.19 g, 27.4 mmol) and DIAD (diisopropyl azodicarboxylate) (5.39 mL, 27.4 mmol) were then added to the solution. After stirring for 20 minutes, phthalimide (4.03 g, 27.4 mmol) was added and the mixture was stirred at room temperature for 2.5 hours. The reaction mixture was concentrated, and the crude product was crudely pu...